This data is from the Open Reaction Database (ORD), a public repository of structured organic reaction records. The task is: describe an organic reaction: reactants, conditions, products, and yield The reactants are B(Br)(Br)Br (boron tribromide), Cl (hydrochloric acid), COC1=CC=C(C=C1C)C1=NOC2=C1C=C(C=C2)N2C(N(C(=CC2=O)C(F)(F)F)C)=O (3-[3-(6-methoxy-m-tolyl)-1,2-benzisoxazol-5-yl]-1-methyl-6-(trifluoromethyl)-2,4(1H,3H)-pyrimidinedione), B(Br)(Br)Br (boron tribromide). The solvent is C(Cl)Cl (methylene chloride), CC(=O)C (acetone), C(Cl)Cl (methylene chloride). Run at temperature -10 celsius, time 1 hour. Product: OC1=CC=C(C=C1C)C1=NOC2=C1C=C(C=C2)N2C(N(C(=CC2=O)C(F)(F)F)C)=O (3-[3-(6-Hydroxy-m-tolyl)-1,2-benzisoxazol-5-yl]-1-methyl-6-(trifluoromethyl)-2,4(1H,3H)-pyrimidinedione). As a reaction SMILES: C[O:2][C:3]1[C:8]([CH3:9])=[CH:7][C:6]([C:10]2[C:14]3[CH:15]=[C:16]([N:19]4[C:24](=[O:25])[CH:23]=[C:22]([C:26]([F:29])([F:28])[F:27])[N:21]([CH3:30])[C:20]4=[O:31])[CH:17]=[CH:18][C:13]=3[O:12][N:11]=2)=[CH:5][CH:4]=1.B(Br)(Br)Br.Cl>C(Cl)Cl.CC(C)=O>[OH:2][C:3]1[C:8]([CH3:9])=[CH:7][C:6]([C:10]2[C:14]3[CH:15]=[C:16]([N:19]4[C:24](=[O:25])[CH:23]=[C:22]([C:26]([F:29])([F:28])[F:27])[N:21]([CH3:30])[C:20]4=[O:31])[CH:17]=[CH:18][C:13]=3[O:12][N:11]=2)=[CH:5][CH:4]=1. Reported procedure: A mixture of 3-[3-(6-methoxy-m-tolyl)-1,2-benzisoxazol-5-yl]-1-methyl-6-(trifluoromethyl)-2,4(1H,3H)-pyrimidinedione (5.00 g, 0.0116 mol) in methylene chloride is cooled to -10° C., treated dropwise with 15.1 mL of 1 M boron tribromide in methylene chloride while maintaining the reaction mixture temperature at -15° C. to 0° C., warmed to room temperature, treated dropwise with 5 mL of the boron tribromide solution, stirred at room temperature for one hour, and poured into dilute hydrochloric aci... The reactants are ClCC(CCCCCl)=O (1,6-dichloro-2-hexanone), C(N)(=N)NC(=S)N (guanylthiourea). The solvent is CC(=O)C (acetone). Reaction conditions: time 2 day. Product: Cl.N(C(=N)N)C=1SC=C(N1)CCCCCl (2-guanidino-4-(4-chlorobutyl)thiazol hydrochloride). As a reaction SMILES: [Cl:1][CH2:2][C:3](=O)[CH2:4][CH2:5][CH2:6][CH2:7]Cl.[C:10]([NH:13][C:14]([NH2:16])=[S:15])(=[NH:12])[NH2:11]>CC(C)=O>[ClH:1].[NH:13]([C:14]1[S:15][CH:7]=[C:6]([CH2:5][CH2:4][CH2:3][CH2:2][Cl:1])[N:16]=1)[C:10]([NH2:12])=[NH:11] |f:3.4|. Procedure: In 200 ml of acetone solution of 23.5 g of 1,6-dichloro-2-hexanone was added 16.4 g of guanylthiourea and the solution was stirred for two days. The solvent distilled away and the residue was purified by a silica gel column chromatography using a mixture of chloroform and methanol as the developing solvent to provide 2-guanidino-4-(4-chlorobutyl)thiazol hydrochloride (this product shows a melting point of 113° to 114° C. after the recrystallization from a mixture of ethanol and ether). This hydr... Reactants: [Li]CCCC (n-BuLi), O=C1CC(CC1)C(=O)OCC (Ethyl 3-oxocyclopentanecarboxylate), C(CCC)[Mg]Cl (n-Butyl magnesium chloride), BrC=1C=NC=C(C1)Br (3,5-Dibromopyridine). The solvent is C1(=CC=CC=C1)C (toluene), C1CCOC1 (THF), [NH4+] (ammonium). Run at time 30 minute. The product is BrC=1C=C(C=NC1)C1(CC(CC1)C(=O)OCC)O (ethyl 3-(5-bromopyridin-3-yl)-3-hydroxycyclopentanecarboxylate). RXN SMILES: [Li]CCCC.C([Mg]Cl)CCC.Br[C:13]1[CH:14]=[N:15][CH:16]=[C:17]([Br:19])[CH:18]=1.[O:20]=[C:21]1[CH2:25][CH2:24][CH:23]([C:26]([O:28][CH2:29][CH3:30])=[O:27])[CH2:22]1>[NH4+].C1(C)C=CC=CC=1.C1COCC1>[Br:19][C:17]1[CH:18]=[C:13]([C:21]2([OH:20])[CH2:25][CH2:24][CH:23]([C:26]([O:28][CH2:29][CH3:30])=[O:27])[CH2:22]2)[CH:14]=[N:15][CH:16]=1. Procedure: A solution of THF:toluene (2.11 mL:2.11 mL) and n-BuLi (0.923 ml, 1.48 mmol) was cooled to −10° C. The reaction mixture was purged/filled with argon (3×). n-Butyl magnesium chloride (0.369 ml, 0.739 mmol) was added to the reaction mixture and stirred for 30 minutes. 3,5-Dibromopyridine (0.5 g, 2.111 mmol) was added to the reaction mixture over the course of 30 minutes, keeping bath below −10° C. and stirred for 1 hour. Ethyl 3-oxocyclopentanecarboxylate (0.330 g, 2.111 mmol) was added to the rea... Reactants: Cc1cc2c(cc1C(F)(F)F)N(C(=O)OC(C)(C)C)CCCC2N(Cc1cc(C(F)(F)F)cc(C(F)(F)F)c1)c1nnn(CCN2C(=O)c3ccccc3C2=O)n1, ClCCl, O, O=C(O)C(F)(F)F. The product is Cc1cc2c(cc1C(F)(F)F)NCCCC2N(Cc1cc(C(F)(F)F)cc(C(F)(F)F)c1)c1nnn(CCN2C(=O)c3ccccc3C2=O)n1. As a reaction SMILES: [C:1]([O:2][C:3](=[O:4])[N:8]1[c:9]2[c:10]([cH:49][c:50]([CH3:57])[c:51]([C:53]([F:54])([F:55])[F:56])[cH:52]2)[CH:11]([N:15]([c:16]2[n:17][n:18][n:19]([CH2:21][CH2:22][N:23]3[C:24](=[O:33])[c:25]4[cH:26][cH:27][cH:28][cH:29][c:30]4[C:31]3=[O:32])[n:20]2)[CH2:34][c:35]2[cH:36][c:37]([C:45]([F:46])([F:47])[F:48])[cH:38][c:39]([C:41]([F:42])([F:43])[F:44])[cH:40]2)[CH2:12][CH2:13][CH2:14]1)([CH3:5])([CH3:6])[CH3:7].[Cl:65][CH2:66][Cl:67].[OH2:68].[OH:58][C:59]([C:60]([F:61])([F:62])[F:63])=[O:64]>>[NH:8]1[c:9]2[c:10]([cH:49][c:50]([CH3:57])[c:51]([C:53]([F:54])([F:55])[F:56])[cH:52]2)[CH:11]([N:15]([c:16]2[n:17][n:18][n:19]([CH2:21][CH2:22][N:23]3[C:24](=[O:33])[c:25]4[cH:26][cH:27][cH:28][cH:29][c:30]4[C:31]3=[O:32])[n:20]2)[CH2:34][c:35]2[cH:36][c:37]([C:45]([F:46])([F:47])[F:48])[cH:38][c:39]([C:41]([F:42])([F:43])[F:44])[cH:40]2)[CH2:12][CH2:13][CH2:14]1. The reactants are C(CC)C=1NC2=C(N1)C=CC(=C2)[N+](=O)[O-] (2-propyl-5-nitrobenzoimidazole), CN(C)C=O (DMF), [H-].[Na+] (sodium hydride), CN(C)C=O (DMF), BrCC1=CC=C(C(=O)OC)C=C1 (methyl 4- (bromomethyl)benzoate). Conditions: time 30 minute. Yields the product C(C)OC(C1=CC=C(C=C1)CN1C(=NC2=C1C=CC(=C2)[N+](=O)[O-])CCC)=O (4-(5-Nitro-2-propyl-benzoimidazol-1-ylmethyl)-benzoic acid ethyl ester). RXN SMILES: [H-].[Na+].[CH2:3]([C:6]1[NH:7][C:8]2[CH:14]=[C:13]([N+:15]([O-:17])=[O:16])[CH:12]=[CH:11][C:9]=2[N:10]=1)[CH2:4][CH3:5].Br[CH2:19][C:20]1[CH:29]=[CH:28][C:23]([C:24]([O:26][CH3:27])=[O:25])=[CH:22][CH:21]=1.[CH3:30]N(C=O)C>>[CH2:27]([O:26][C:24](=[O:25])[C:23]1[CH:28]=[CH:29][C:20]([CH2:19][N:10]2[C:9]3[CH:11]=[CH:12][C:13]([N+:15]([O-:17])=[O:16])=[CH:14][C:8]=3[N:7]=[C:6]2[CH2:3][CH2:4][CH3:5])=[CH:21][CH:22]=1)[CH3:30] |f:0.1|. Procedure details: To a suspension of sodium hydride, 60% dispersion in oil (1.0 g; 25 mmol) in DMF (30 mL), a solution of 2-propyl-5-nitrobenzoimidazole (4.2 g; 20 mmol) in DMF (30 mL) was added dropwise over 10 minutes. After addition, the reaction mixture was stirred at ambient temperature for 30 minutes, then methyl 4- (bromomethyl)benzoate (4.7 g; 20 mmol) was added. The reaction mixture was heated at 80° C. for 18 hours, then concentrated to a thick oil. The oil was extracted with ethyl acetate and water. Th... Reactants: COC1=NC=CC(=N1)N (2-methoxypyrimidin-4-amine), CC1(C2=C(C(=CC=C2)P(C3=CC=CC=C3)C4=CC=CC=C4)OC5=C(C=CC=C51)P(C6=CC=CC=C6)C7=CC=CC=C7)C (Xantphos), BrC=1C(N(C=C(C1)Br)C)=O (3,5-dibromo-1-methyl-1H-pyridin-2-one), C([O-])([O-])=O.[Cs+].[Cs+] (cesium carbonate). The reagents and catalysts are C=1C=CC(=CC1)/C=C/C(=O)/C=C/C2=CC=CC=C2.C=1C=CC(=CC1)/C=C/C(=O)/C=C/C2=CC=CC=C2.C=1C=CC(=CC1)/C=C/C(=O)/C=C/C2=CC=CC=C2.[Pd].[Pd] (tris(dibenzylideneacetone)-dipalladium(0)). Run in O1CCOCC1 (1,4-dioxane). Conditions: temperature 100 celsius. The product is BrC=1C=C(C(N(C1)C)=O)NC1=NC(=NC=C1)OC (5-Bromo-3-(2-methoxypyrimidin-4-ylamino)-1-methylpyridin-2(1H)-one). Yield: 100.9%. As a reaction SMILES: [CH3:1][O:2][C:3]1[N:8]=[C:7]([NH2:9])[CH:6]=[CH:5][N:4]=1.Br[C:11]1[C:12](=[O:19])[N:13]([CH3:18])[CH:14]=[C:15]([Br:17])[CH:16]=1.C(=O)([O-])[O-].[Cs+].[Cs+].CC1(C)C2C(=C(P(C3C=CC=CC=3)C3C=CC=CC=3)C=CC=2)OC2C(P(C3C=CC=CC=3)C3C=CC=CC=3)=CC=CC1=2>C1C=CC(/C=C/C(/C=C/C2C=CC=CC=2)=O)=CC=1.C1C=CC(/C=C/C(/C=C/C2C=CC=CC=2)=O)=CC=1.C1C=CC(/C=C/C(/C=C/C2C=CC=CC=2)=O)=CC=1.[Pd].[Pd].O1CCOCC1>[Br:17][C:15]1[CH:16]=[C:11]([NH:9][C:7]2[CH:6]=[CH:5][N:4]=[C:3]([O:2][CH3:1])[N:8]=2)[C:12](=[O:19])[N:13]([CH3:18])[CH:14]=1 |f:2.3.4,6.7.8.9.10|. Reported procedure: Following Example 112a, 2-methoxypyrimidin-4-amine (0.625 g, 5 mmol), 3,5-dibromo-1-methyl-1H-pyridin-2-one (1.34 g, 5 mmol), cesium carbonate (4.88 g, 15 mmol), tris(dibenzylideneacetone)-dipalladium(0) (0.465 g, 0.5 mmol), Xantphos (0.58 g, 1 mmol) and 1,4-dioxane (50 mL) were heated at 100° C. for 24 hours. The mixture was cooled to room temperature, and filtered through a pad of Celite 521. The filter cake was washed with 9:1 methylene chloride/methanol (2×25 mL), and the combined filtrates ... Starting materials: CC[N-]CC, C1CCOC1, CI, [Li+], O, N#Cc1ccc(Cn2ccnc2)cc1Oc1ccccc1N1CCCCC1=O. Reaction SMILES: [CH2:1]([N-:2][CH2:3][CH3:4])[CH3:5].[CH2:38]1[O:39][CH2:40][CH2:41][CH2:42]1.[I:35][CH3:36].[Li+:6].[OH2:37].[n:7]1([CH2:12][c:13]2[cH:14][c:15]([O:21][c:22]3[c:23]([N:28]4[C:29](=[O:34])[CH2:30][CH2:31][CH2:32][CH2:33]4)[cH:24][cH:25][cH:26][cH:27]3)[c:16]([C:17]#[N:18])[cH:19][cH:20]2)[cH:8][n:9][cH:10][cH:11]1>>[CH3:1][CH:30]1[C:29](=[O:34])[N:28]([c:23]2[c:22]([O:21][c:15]3[cH:14][c:13]([CH2:12][n:7]4[cH:8][n:9][cH:10][cH:11]4)[cH:20][cH:19][c:16]3[C:17]#[N:18])[cH:27][cH:26][cH:25][cH:24]2)[CH2:33][CH2:32][CH2:31]1. Yields the product CC1CCCN(c2ccccc2Oc2cc(Cn3ccnc3)ccc2C#N)C1=O. Starting materials: BrC1=CC2=C(OCC2(C)C)C(=C1)C(C)(C)C (5-bromo-7-tert-butyl-2,3-dihydro-3,3-dimethylbenzo[b]furan), C(CCC)[Sn](C=1SC=CC1)(CCCC)CCCC (2-(tributylstannyl)thiophene), C1(=CC=CC=C1)C (toluene). Reagents/catalysts: C=1C=CC(=CC1)[P](C=2C=CC=CC2)(C=3C=CC=CC3)[Pd]([P](C=4C=CC=CC4)(C=5C=CC=CC5)C=6C=CC=CC6)([P](C=7C=CC=CC7)(C=8C=CC=CC8)C=9C=CC=CC9)[P](C=1C=CC=CC1)(C=1C=CC=CC1)C=1C=CC=CC1 (tetrakis(triphenylphosphine)palladium). Solvent: CCOCC (ether). The product is C(C)(C)(C)C1=CC(=CC2=C1OCC2(C)C)C=2SC=CC2 (7-tert-Butyl-2,3-dihydro-3,3-dimethyl-5-(2-thienyl)benzo[b]furan). Isolated yield 281.0%. RXN SMILES: Br[C:2]1[CH:12]=[C:11]([C:13]([CH3:16])([CH3:15])[CH3:14])[C:5]2[O:6][CH2:7][C:8]([CH3:10])([CH3:9])[C:4]=2[CH:3]=1.C([Sn](CCCC)(CCCC)[C:22]1[S:23][CH:24]=[CH:25][CH:26]=1)CCC.C1(C)C=CC=CC=1>CCOCC.C1C=CC([P]([Pd]([P](C2C=CC=CC=2)(C2C=CC=CC=2)C2C=CC=CC=2)([P](C2C=CC=CC=2)(C2C=CC=CC=2)C2C=CC=CC=2)[P](C2C=CC=CC=2)(C2C=CC=CC=2)C2C=CC=CC=2)(C2C=CC=CC=2)C2C=CC=CC=2)=CC=1>[C:13]([C:11]1[C:5]2[O:6][CH2:7][C:8]([CH3:10])([CH3:9])[C:4]=2[CH:3]=[C:2]([C:22]2[S:23][CH:24]=[CH:25][CH:26]=2)[CH:12]=1)([CH3:16])([CH3:15])[CH3:14] |^1:50,52,71,90|. Procedure: A mixture of 5-bromo-7-tert-butyl-2,3-dihydro-3,3-dimethylbenzo[b]furan (2.26 g, 8.0 mmol), 2-(tributylstannyl)thiophene (3.05 mL, 9.6 mmol), tetrakis(triphenylphosphine)palladium (0.92 g, 0.8 mmol), and 40 mL of toluene is heated under argon at reflux for 2 h. The reaction mixture is cooled to room temperature, diluted with ether, washed with 10% aqueous ammonium hydroxide solution and with brine, dried over anhydrous magnesium sulfate, and concentrated in vacuo to give 6.44 g of a dark oil. Pu... Reactants: ClC=1C=C2C(=CC=NC2=CC1)CN1N=C2N(C(N(C(C2=C1C=1N=C(SC1C)NC(OC(C)(C)C)=O)=O)C)=O)CC1CC1 (tert-butyl 4-[2-[(6-chloroquinolin-4-yl)methyl]-7-(cyclopropylmethyl)-5-methyl-4,6-dioxo-4,5,6,7-tetrahydro-2H-pyrazolo[3,4-d]pyrimidin-3-yl]-5-methyl-1,3-thiazol-2-ylcarbamate), C(=O)(C(F)(F)F)O (TFA). Solvent: ClCCl (dichloromethane). Product: NC=1SC(=C(N1)C=1N(N=C2N(C(N(C(C21)=O)C)=O)CC2CC2)CC2=CC=NC1=CC=C(C=C21)Cl)C (3-(2-amino-5-methyl-1,3-thiazol-4-yl)-2-[(6-chloroquinolin-4-yl)methyl]-7-(cyclopropylmethyl)-5-methyl-2H-pyrazolo[3,4-d]pyrimidine-4,6(5H,7H)-dione). Reaction SMILES: [Cl:1][C:2]1[CH:3]=[C:4]2[C:9](=[CH:10][CH:11]=1)[N:8]=[CH:7][CH:6]=[C:5]2[CH2:12][N:13]1[C:21]([C:22]2[N:23]=[C:24]([NH:28]C(=O)OC(C)(C)C)[S:25][C:26]=2[CH3:27])=[C:20]2[C:15]([N:16]([CH2:39][CH:40]3[CH2:42][CH2:41]3)[C:17](=[O:38])[N:18]([CH3:37])[C:19]2=[O:36])=[N:14]1.C(O)(C(F)(F)F)=O>ClCCl>[NH2:28][C:24]1[S:25][C:26]([CH3:27])=[C:22]([C:21]2[N:13]([CH2:12][C:5]3[C:4]4[C:9](=[CH:10][CH:11]=[C:2]([Cl:1])[CH:3]=4)[N:8]=[CH:7][CH:6]=3)[N:14]=[C:15]3[C:20]=2[C:19](=[O:36])[N:18]([CH3:37])[C:17](=[O:38])[N:16]3[CH2:39][CH:40]2[CH2:41][CH2:42]2)[N:23]=1. Procedure: This compound was synthesized by treating tert-butyl 4-[2-[(6-chloroquinolin-4-yl)methyl]-7-(cyclopropylmethyl)-5-methyl-4,6-dioxo-4,5,6,7-tetrahydro-2H-pyrazolo[3,4-d]pyrimidin-3-yl]-5-methyl-1,3-thiazol-2-ylcarbamate with 10% TFA in dichloromethane at room temperature for 5 hours. Mass: 508.13 (M+H).